This data is from the Open Reaction Database (ORD), a public repository of structured organic reaction records. The task is: describe an organic reaction: reactants, conditions, products, and yield Reactants: C(C1=CC=CC=C1)OC([C@H]1N(CCC1)C([C@@H](NC1C(OC(C1)CCCCCC)=O)C)=O)=O (N-(2-oxo-5-hexyl-3-tetrahydrofuranyl)-L-alanyl-L-proline benzyl ester), C(C1=CC=CC=C1)OC([C@H]1N(CCC1)C([C@@H](NC1C(OC(C1)CCCCCC)=O)C)=O)=O (N-(2-oxo-5-hexyl-3-tetrahydrofuranyl)-L-alanyl-L-proline benzyl ester). The reagents and catalysts are [Pd] (palladium-charcoal). Run in CO (methanol). Run at time 2 hour. Product: O=C1OC(CC1N[C@@H](C)C(=O)N1[C@H](C(=O)O)CCC1)CCCCCC (N-(2-oxo-5-hexyl-3-tetrahydrofuranyl)-L-alanyl-L-proline). As a reaction SMILES: C([O:8][C:9](=[O:32])[C@@H:10]1[CH2:14][CH2:13][CH2:12][N:11]1[C:15](=[O:31])[C@H:16]([CH3:30])[NH:17][CH:18]1[CH2:22][CH:21]([CH2:23][CH2:24][CH2:25][CH2:26][CH2:27][CH3:28])[O:20][C:19]1=[O:29])C1C=CC=CC=1>CO.[Pd]>[O:29]=[C:19]1[CH:18]([NH:17][C@H:16]([C:15]([N:11]2[CH2:12][CH2:13][CH2:14][C@H:10]2[C:9]([OH:32])=[O:8])=[O:31])[CH3:30])[CH2:22][CH:21]([CH2:23][CH2:24][CH2:25][CH2:26][CH2:27][CH3:28])[O:20]1. Reported procedure: Dissolved in 50 ml of methanol was 3.80 g of Isomer B of N-(2-oxo-5-hexyl-3-tetrahydrofuranyl)-L-alanyl-L-proline benzyl ester (Compound 7). Thereafter, 0.40 g of 10% palladium-charcoal was added and the reaction mixture was hydrogenated at room temperature and normal pressure for 2 hours. The palladium-charcoal was then filtered off and the filtrate was distilled under reduced pressure to obtain as white powder 2.80 g of N-(2-oxo-5-hexyl-3-tetrahydrofuranyl)-L-alanyl-L-proline (Isomer B) [in th... Reactants: [BH4-], C1CCOC1, CS(=O)(=O)O, CC(C)O, [Na+], NC(=CC(=O)N1CCn2c(nnc2C(F)(F)F)C1)Cc1cc(F)c(F)cc1F. The product is NC(CC(=O)N1CCn2c(nnc2C(F)(F)F)C1)Cc1cc(F)c(F)cc1F. RXN SMILES: [BH4-:6].[CH2:1]1[O:2][CH2:3][CH2:4][CH2:5]1.[CH3:8][S:9](=[O:10])(=[O:11])[OH:12].[CH:41]([OH:42])([CH3:43])[CH3:44].[Na+:7].[O:13]=[C:14]([CH:15]=[C:16]([CH2:17][c:18]1[c:19]([F:26])[cH:20][c:21]([F:25])[c:22]([F:24])[cH:23]1)[NH2:27])[N:28]1[CH2:29][c:30]2[n:31]([c:34]([C:37]([F:38])([F:39])[F:40])[n:35][n:36]2)[CH2:32][CH2:33]1>>[O:13]=[C:14]([CH2:15][CH:16]([CH2:17][c:18]1[c:19]([F:26])[cH:20][c:21]([F:25])[c:22]([F:24])[cH:23]1)[NH2:27])[N:28]1[CH2:29][c:30]2[n:31]([c:34]([C:37]([F:38])([F:39])[F:40])[n:35][n:36]2)[CH2:32][CH2:33]1. The reactants are C(=O)(N1C=NC=C1)N1C=NC=C1 (1,1′-Carbonyldiimidazole), [Si](C)(C)(C(C)(C)C)OC1=CC=C(C=C1)CC(C)NC[C@H](O)C1=CC2=C(OC(OC2)(C)C)C=C1 ((1R)-2-{[2-(4-{[tert-butyl(dimethyl)silyl]oxy}phenyl)-1-methylethyl]amino}-1-(2,2-dimethyl-4H-1,3-benzodioxin-6-yl)ethanol). Solvent: C1CCOC1 (THF). Reaction conditions: temperature 20 celsius, time 18 hour. Product: [Si](C)(C)(C(C)(C)C)OC1=CC=C(C=C1)C[C@H](C)N1C(O[C@@H](C1)C1=CC2=C(OC(OC2)(C)C)C=C1)=O ((5R)-3-[(1S)-2-(4-{[tert-butyl(dimethyl)silyl]oxy}phenyl)-1-methylethyl]-5-(2,2-dimethyl-4H-1,3-benzodioxin-6-yl)-1,3-oxazolidin-2-one), (5R)-3-[(1R)-2-(4-{[tent-butyl(dimethyl)silyl]oxy}phenyl)-1-methylethyl]-5-(2,2-dimethyl-4H-1,3-benzodioxin-6-yl)-1,3-oxazolidin-2-one. Yield: 36.5%. Reaction SMILES: [C:1](N1C=CN=C1)(N1C=CN=C1)=[O:2].[Si:13]([O:20][C:21]1[CH:26]=[CH:25][C:24]([CH2:27][CH:28]([NH:30][CH2:31][C@@H:32]([C:34]2[CH:45]=[CH:44][C:37]3[O:38][C:39]([CH3:43])([CH3:42])[O:40][CH2:41][C:36]=3[CH:35]=2)[OH:33])[CH3:29])=[CH:23][CH:22]=1)([C:16]([CH3:19])([CH3:18])[CH3:17])([CH3:15])[CH3:14]>C1COCC1>[Si:13]([O:20][C:21]1[CH:22]=[CH:23][C:24]([CH2:27][C@@H:28]([N:30]2[CH2:31][C@@H:32]([C:34]3[CH:45]=[CH:44][C:37]4[O:38][C:39]([CH3:43])([CH3:42])[O:40][CH2:41][C:36]=4[CH:35]=3)[O:33][C:1]2=[O:2])[CH3:29])=[CH:25][CH:26]=1)([C:16]([CH3:17])([CH3:18])[CH3:19])([CH3:14])[CH3:15]. Procedure details: 1,1′-Carbonyldiimidazole (0.62 g) was added to a solution of (1R)-2-{[2-(4-{[tert-butyl(dimethyl)silyl]oxy}phenyl)-1-methylethyl]amino}-1-(2,2-dimethyl-4H-1,3-benzodioxin-6-yl)ethanol (0.83 g) in THF (8 ml). The mixture was stirred for 18 h at 20° C. and partitioned between Et2O and water. The organic phase was washed with brine, dried (MgSO4) and evaporated to dryness. The residue was purified by chromatography on a Biotage (40 g) eluting with cyclohexane-EtOAc (5:1 then 3:1) to give (5R)-3-[(1... Starting materials: [BH4-], CC(=O)c1ccc(F)c(Br)c1, [Na+], C1CCOC1. Product: CC(O)c1ccc(F)c(Br)c1. As a reaction SMILES: [BH4-:12].[Br:1][c:2]1[cH:3][c:4]([C:9]([CH3:10])=[O:11])[cH:5][cH:6][c:7]1[F:8].[Na+:13].[O:14]1[CH2:15][CH2:16][CH2:17][CH2:18]1>>[Br:1][c:2]1[cH:3][c:4]([CH:9]([CH3:10])[OH:11])[cH:5][cH:6][c:7]1[F:8]. The reactants are C(=O)(C=1NC=CN1)C=1NC=CN1 (Carbonyl diimidazole), NC1=CC=C(C[C@H](NC(=O)C2(CCCC2)CC2=CC=C(C=C2)OC)C(=O)O)C=C1 (4-amino-N-[[1-[(4-methoxyphenyl)methyl]cyclopentyl]carbonyl]-L-phenylalanine), CCN(C(C)C)C(C)C (DIPEA), N1=CC2=C(C=C1)C(=O)OC2=O (3,4-pyridinedicarboxylic acid anhydride). Run in ClCCl (dichloromethane). Conditions: time 18 hour. Product: O=C1N(C(C=2C=NC=CC21)=O)C2=CC=C(C[C@H](NC(=O)C1(CCCC1)CC1=CC=C(C=C1)OC)C(=O)O)C=C2 (4-(2,3-dihydro-1,3-dioxo-1H-pyrrolo[3,4-c]pyridin-2-yl)-N-[[1-[(4-methoxyphenyl)methyl]cyclopentyl]carbonyl]-L-phenylalanine). Isolated yield 23.1%. RXN SMILES: [NH2:1][C:2]1[CH:29]=[CH:28][C:5]([CH2:6][C@@H:7]([C:25]([OH:27])=[O:26])[NH:8][C:9]([C:11]2([CH2:16][C:17]3[CH:22]=[CH:21][C:20]([O:23][CH3:24])=[CH:19][CH:18]=3)[CH2:15][CH2:14][CH2:13][CH2:12]2)=[O:10])=[CH:4][CH:3]=1.CCN(C(C)C)C(C)C.[N:39]1[CH:44]=[CH:43][C:42]2[C:45]([O:47][C:48](=O)[C:41]=2[CH:40]=1)=[O:46].C(C1NC=CN=1)(C1NC=CN=1)=O>ClCCl>[O:46]=[C:45]1[C:42]2[CH:43]=[CH:44][N:39]=[CH:40][C:41]=2[C:48](=[O:47])[N:1]1[C:2]1[CH:3]=[CH:4][C:5]([CH2:6][C@@H:7]([C:25]([OH:27])=[O:26])[NH:8][C:9]([C:11]2([CH2:16][C:17]3[CH:18]=[CH:19][C:20]([O:23][CH3:24])=[CH:21][CH:22]=3)[CH2:15][CH2:14][CH2:13][CH2:12]2)=[O:10])=[CH:28][CH:29]=1. Reported procedure: A solution of 4-amino-N-[[1-[(4-methoxyphenyl)methyl]cyclopentyl]carbonyl]-L-phenylalanine (98 mg, 0.23 mmol), DIPEA (30 μL, 0.23 mmol) and 3,4-pyridinedicarboxylic acid anhydride (114 mg, 0.77 mmol) in dichloromethane (10 mL) was stirred 18 hr at room temperature. The mixture was concentrated to remove most of the dichloromethane and the residue was taken up in DMF (3 mL). Carbonyl diimidazole (103 mg, 0.64 mmol) was added to the resulting solution and the reaction was allowed to proceed for 18... The reactants are CN(C)C(=O)c1ncc(Br)cn1, CC1(C)OB(c2cccc3c2CC(N(Cc2ccccc2)Cc2ccccc2)CO3)OC1(C)C. Yields the product CN(C)C(=O)c1ncc(-c2cccc3c2CC(N(Cc2ccccc2)Cc2ccccc2)CO3)cn1. RXN SMILES: [Br:35][c:36]1[cH:37][n:38][c:39]([C:42](=[O:43])[N:44]([CH3:45])[CH3:46])[n:40][cH:41]1.[CH2:1]([c:2]1[cH:3][cH:4][cH:5][cH:6][cH:7]1)[N:8]([CH:9]1[CH2:10][O:11][c:12]2[cH:13][cH:14][cH:15][c:16]([B:19]3[O:20][C:21]([CH3:22])([CH3:23])[C:24]([CH3:25])([CH3:26])[O:27]3)[c:17]2[CH2:18]1)[CH2:28][c:29]1[cH:30][cH:31][cH:32][cH:33][cH:34]1>>[CH2:1]([c:2]1[cH:3][cH:4][cH:5][cH:6][cH:7]1)[N:8]([CH:9]1[CH2:10][O:11][c:12]2[cH:13][cH:14][cH:15][c:16](-[c:36]3[cH:37][n:38][c:39]([C:42](=[O:43])[N:44]([CH3:45])[CH3:46])[n:40][cH:41]3)[c:17]2[CH2:18]1)[CH2:28][c:29]1[cH:30][cH:31][cH:32][cH:33][cH:34]1. Starting materials: CCCCC, COCCOC, CC(C)(C)ON=O, Cc1cc(N)cnc1Cl. Product: Cc1cc(O)cnc1Cl. RXN SMILES: [CH3:17][CH2:18][CH2:19][CH2:20][CH3:21].[CH3:22][O:23][CH2:24][CH2:25][O:26][CH3:27].[N:10](=[O:11])[O:12][C:13]([CH3:14])([CH3:15])[CH3:16].[NH2:1][c:2]1[cH:3][c:4]([CH3:9])[c:5]([Cl:8])[n:6][cH:7]1>>[c:2]1([OH:11])[cH:3][c:4]([CH3:9])[c:5]([Cl:8])[n:6][cH:7]1. The reactants are ClC=1C=C(C=C(C1)C)O (3-chloro-5-methylphenol), O[C@@H](C(=O)OC)C ((R)-methyl 2-hydroxypropanoate). Product: ClC=1C=C(O[C@H](C(=O)OC)C)C=C(C1)C ((S)-Methyl 2-(3-chloro-5-methylphenoxy)propanoate). RXN SMILES: [Cl:1][C:2]1[CH:3]=[C:4]([OH:9])[CH:5]=[C:6]([CH3:8])[CH:7]=1.O[C@H:11]([CH3:16])[C:12]([O:14][CH3:15])=[O:13]>>[Cl:1][C:2]1[CH:3]=[C:4]([CH:5]=[C:6]([CH3:8])[CH:7]=1)[O:9][C@@H:11]([CH3:16])[C:12]([O:14][CH3:15])=[O:13]. Procedure details: The title compound was prepared following the same protocol as described in Step 1, Example 42, using the 3-chloro-5-methylphenol instead of the m-cresol and the (R)-methyl 2-hydroxypropanoate instead of the (S)-methyl 2-hydroxypropanoate. Reactants: solid, Cl.Cl.Cl.O1CCC=2C(=NC=CC21)N2CCN(CC2)CC[C@@H]2CC[C@H](CC2)N (trans-4-{2-[4-(2,3-dihydrofuro[3,2-c]pyridin-4-yl)-piperazin-1-yl]-ethyl}-cyclohexanamine trihydrochloride), Cl.Cl.Cl.O1CCC=2C(=NC=CC21)N2CCN(CC2)CC[C@@H]2CC[C@H](CC2)N (trans-4-{2-[4-(2,3-dihydrofuro[3,2-c]pyridin-4-yl)-piperazin-1-yl]-ethyl}-cyclohexanamine trihydrochloride), O1COC2=C1C=CC(=C2)C(=O)O (benzo[1,3]dioxole-5-carboxylic acid). Product: O1CCC=2C(=NC=CC21)N2CCN(CC2)CC[C@@H]2CC[C@H](CC2)NC(=O)C2=CC1=C(OCO1)C=C2 (Benzo[1,3]dioxole-5-carboxylic acid trans-(4-{2-[4-(2,3-dihydro-furo[3,2-c]pyridin-4-yl)-piperazin-1-yl]-ethyl}-cyclohexyl)-amide). RXN SMILES: Cl.Cl.Cl.[O:4]1[C:12]2[CH:11]=[CH:10][N:9]=[C:8]([N:13]3[CH2:18][CH2:17][N:16]([CH2:19][CH2:20][C@H:21]4[CH2:26][CH2:25][C@H:24]([NH2:27])[CH2:23][CH2:22]4)[CH2:15][CH2:14]3)[C:7]=2[CH2:6][CH2:5]1.[O:28]1[C:32]2[CH:33]=[CH:34][C:35]([C:37](O)=[O:38])=[CH:36][C:31]=2[O:30][CH2:29]1>>[O:4]1[C:12]2[CH:11]=[CH:10][N:9]=[C:8]([N:13]3[CH2:18][CH2:17][N:16]([CH2:19][CH2:20][C@H:21]4[CH2:26][CH2:25][C@H:24]([NH:27][C:37]([C:35]5[CH:34]=[CH:33][C:32]6[O:28][CH2:29][O:30][C:31]=6[CH:36]=5)=[O:38])[CH2:23][CH2:22]4)[CH2:15][CH2:14]3)[C:7]=2[CH2:6][CH2:5]1 |f:0.1.2.3|. Reported procedure: The title compound, white solid (107 mg, 89%), MS (ISP) m/z=479.3 [(M+H)+], mp 243.5° C., was prepared in accordance with the general method of example 32 from trans-4-{2-[4-(2,3-dihydrofuro[3,2-c]pyridin-4-yl)-piperazin-1-yl]-ethyl}-cyclohexanamine trihydrochloride (intermediate C) (110 mg, 0.25 mmol) and benzo[1,3]dioxole-5-carboxylic acid. Reactants: C[C@@H](C/C=C/C(C)=O)CCC=C(C)C ((3E,6R)-6,10-dimethyl-3,9-undecadien-2-one), [H][H] (hydrogen). The reagents and catalysts are [Ni] (Raney-Nickel). Run in C(C)(=O)OCC (ethyl acetate). Product: C[C@@H](CCCC(C)=O)CCCC(C)C ((R)-6,10-dimethyl-2-undecanone). The yield is 23.6%. As a reaction SMILES: [CH3:1][C@H:2]([CH2:9][CH2:10][CH:11]=[C:12]([CH3:14])[CH3:13])[CH2:3]/[CH:4]=[CH:5]/[C:6](=[O:8])[CH3:7].[H][H]>C(OCC)(=O)C.[Ni]>[CH3:1][C@H:2]([CH2:9][CH2:10][CH2:11][CH:12]([CH3:14])[CH3:13])[CH2:3][CH2:4][CH2:5][C:6](=[O:8])[CH3:7]. Reported procedure: A solution of 33.6 g (3E,6R)-6,10-dimethyl-3,9-undecadien-2-one in one liter of ethyl acetate was hydrogenated over Raney-Nickel (2 g) during 21 hours (hydrogen uptake 10.7 l). Thereafter, the catalyst was filtered off and the filtrate was concentrated. According to gas chromatography the crude product (34) contained 77% (R)-6,10-dimethyl-2-undecanone. 15 g of the crude product (44% of the total amount) were chromatographed on silica gel (n-hexane/ethyl acetate). After distillation of the pure f...